Dataset: the Open Reaction Database (ORD), a public repository of structured organic reaction records. Task: describe an organic reaction: reactants, conditions, products, and yield Reactants: C(C)(C)(C)OC(=O)C=1C=C(C(=O)NNC(=O)C=2OC=CC2C2=CC=CC=C2)C=CC1O (3-phenyl-2-furancarboxylic acid 2-(3-tert-butyloxycarbonyl-4-hydroxybenzoyl)hydrazide), Cl.C(C)(=O)OCC (hydrochloric acid ethyl acetate). Run at temperature 25 celsius, time 8 hour. Yields the product C(=O)(O)C=1C=C(C(=O)NNC(=O)C=2OC=CC2C2=CC=CC=C2)C=CC1O (3-phenyl-2-furancarboxylic acid 2-(3-carboxy-4-hydroxybenzoyl)hydrazide). Isolated yield 80.7%. RXN SMILES: C([O:5][C:6]([C:8]1[CH:9]=[C:10]([CH:28]=[CH:29][C:30]=1[OH:31])[C:11]([NH:13][NH:14][C:15]([C:17]1[O:18][CH:19]=[CH:20][C:21]=1[C:22]1[CH:27]=[CH:26][CH:25]=[CH:24][CH:23]=1)=[O:16])=[O:12])=[O:7])(C)(C)C.Cl.C(OCC)(=O)C>>[C:6]([C:8]1[CH:9]=[C:10]([CH:28]=[CH:29][C:30]=1[OH:31])[C:11]([NH:13][NH:14][C:15]([C:17]1[O:18][CH:19]=[CH:20][C:21]=1[C:22]1[CH:27]=[CH:26][CH:25]=[CH:24][CH:23]=1)=[O:16])=[O:12])([OH:7])=[O:5] |f:1.2|. Procedure details: The compound of Example 194 (0.2 g) was mixed with 4 M hydrochloric acid/ethyl acetate and stirred overnight at 25° C. After distilling off the solvent under reduced pressure, the residue was recrystallized from ethyl acetate/hexane, thereby giving 0.14 g of the desired compound. Reactants: C(C)NC(=O)NC1=CC=C(C=C1)C=1N=C(C2=C(N1)CCNC2)N2[C@H](COCC2)C ((S)-1-ethyl-3-(4-(4-(3-methylmorpholino)-5,6,7,8-tetrahydropyrido[4,3-d]pyrimidin-2-yl)phenyl)urea), Cl.CN(CCC(=O)O)C (3-dimethylamino propionic acid hydrochloride). Yields the product CN(CCC(=O)N1CC2=C(N=C(N=C2N2[C@H](COCC2)C)C2=CC=C(C=C2)NC(=O)NCC)CC1)C ((S)-1-(4-(6-(3-(dimethylamino)propanoyl)-4-(3-methylmorpholino)-5,6,7,8-tetrahydropyrido[4,3-d]pyrimidin-2-yl)phenyl)-3-ethylurea). As a reaction SMILES: [CH2:1]([NH:3][C:4]([NH:6][C:7]1[CH:12]=[CH:11][C:10]([C:13]2[N:14]=[C:15]([N:23]3[CH2:28][CH2:27][O:26][CH2:25][C@@H:24]3[CH3:29])[C:16]3[CH2:22][NH:21][CH2:20][CH2:19][C:17]=3[N:18]=2)=[CH:9][CH:8]=1)=[O:5])[CH3:2].Cl.[CH3:31][N:32]([CH3:38])[CH2:33][CH2:34][C:35](O)=[O:36]>>[CH3:31][N:32]([CH3:38])[CH2:33][CH2:34][C:35]([N:21]1[CH2:20][CH2:19][C:17]2[N:18]=[C:13]([C:10]3[CH:11]=[CH:12][C:7]([NH:6][C:4]([NH:3][CH2:1][CH3:2])=[O:5])=[CH:8][CH:9]=3)[N:14]=[C:15]([N:23]3[CH2:28][CH2:27][O:26][CH2:25][C@@H:24]3[CH3:29])[C:16]=2[CH2:22]1)=[O:36] |f:1.2|. Procedure details: Method as described for example 17 using (S)-1-ethyl-3-(4-(4-(3-methylmorpholino)-5,6,7,8-tetrahydropyrido[4,3-d]pyrimidin-2-yl)phenyl)urea (example 12) and 3-dimethylamino propionic acid hydrochloride as starting materials. Purified by prep HPLC (low pH). Starting materials: COC1=CC=C2CCC(C2=C1)N1CCNCC1 ((6-methoxy-indan-1-yl)piperazine), [C@]12(C(=O)CC(CC1)C2(C)C)CS(=O)(=O)O ((1S)-(+)-10-camphorsulfonic acid). As a reaction SMILES: [CH3:1][O:2][C:3]1[CH:11]=[C:10]2[C:6]([CH2:7][CH2:8][CH:9]2[N:12]2[CH2:17][CH2:16][NH:15][CH2:14][CH2:13]2)=[CH:5][CH:4]=1.[C@:18]12([CH2:28][S:29]([OH:32])(=[O:31])=[O:30])[C:25]([CH3:27])([CH3:26])[CH:22]([CH2:23][CH2:24]1)[CH2:21][C:19]2=[O:20]>>[C@:18]12([CH2:28][S:29]([OH:32])(=[O:30])=[O:31])[C:25]([CH3:27])([CH3:26])[CH:22]([CH2:23][CH2:24]1)[CH2:21][C:19]2=[O:20].[CH3:1][O:2][C:3]1[CH:11]=[C:10]2[C:6]([CH2:7][CH2:8][CH:9]2[N:12]2[CH2:13][CH2:14][NH:15][CH2:16][CH2:17]2)=[CH:5][CH:4]=1 |f:2.3|. Product: [C@]12(C(=O)CC(CC1)C2(C)C)CS(=O)(=O)O.COC2=CC=C1CCC(C1=C2)N2CCNCC2 ((-)-(6-methoxy-indan-1-yl)piperazine (1S)-10-camphorsulfonic acid salt). Reported procedure: A mixture of (6-methoxy-indan-1-yl)piperazine (2.3 g, 10 mmol) and (1S)-(+)-10-camphorsulfonic acid (2.3 g, 10 mmol) was recrystallized from ethanol-water until the crystal attained a constant melting point yielding (-)-(6-methoxy-indan-1-yl)piperazine (1S)-10-camphorsulfonic acid salt (22%, mp: 234.5°-234° C., [α]25D -36.3°). Calc'd for C14H20N2O2.C10 H10O4S: C, 62.04%; H, 7.81%; N, 6.03%. Found: C, 62.01%; H, 7.96; N, 5.97%. Isolated yield 22.0%. Starting materials: B(F)(F)F.CCOCC (borontrifluoride-etherate), silylated-5-fluorouracil, O (water), C1CC(OC1)N2C=C(C(=O)NC2=O)F (Ftorafur). Run in O1CCOCC1 (dioxane). Conditions: time 3 hour. The product is FC=1C(NC(NC1)=O)=O (5-fluorouracil), C1CC(OC1)N2C=C(C(=O)NC2=O)F (Ftorafur). Yield: 93.0%. RXN SMILES: O.[CH2:2]1[CH2:6][O:5][CH:4]([N:7]2[C:13](=[O:14])[NH:12][C:10](=[O:11])[C:9]([F:15])=[CH:8]2)[CH2:3]1.B(F)(F)F.CCOCC>O1CCOCC1>[F:15][C:9]1[C:10](=[O:11])[NH:12][C:13](=[O:14])[NH:7][CH:8]=1.[CH2:2]1[CH2:6][O:5][CH:4]([N:7]2[C:13](=[O:14])[NH:12][C:10](=[O:11])[C:9]([F:15])=[CH:8]2)[CH2:3]1 |f:2.3|. Procedure: 1.600 g crude addition product of water to 2,3-dihydrofuran (prepared as described in Example 1) was added under stirring to a mixture of borontrifluoride-etherate (0.710 g; 5.0 m.mole) and anhydrous dioxane (20 ml) followed by the addition of silylated-5-fluorouracil (2,740 g; 10.0 m.mole). The reaction mixture was stirred for 3 hours at room temperature after which it was worked up as described in Example 1. 0.200 g unreacted 5-fluorouracil and 1.580 g (93%) Ftorafur were isolated. Reactants: CCOC(=O)c1csc2cc(OC)c(Br)cc12, CCO, [Na+], [OH-], O. Yields the product COc1cc2scc(C(=O)O)c2cc1Br. Reaction SMILES: [Br:1][c:2]1[cH:3][c:4]2[c:5]([s:6][cH:7][c:8]2[C:9](=[O:10])[O:11][CH2:12][CH3:13])[cH:14][c:15]1[O:16][CH3:17].[CH3:20][CH2:21][OH:22].[Na+:19].[OH-:18].[OH2:23]>>[Br:1][c:2]1[cH:3][c:4]2[c:5]([s:6][cH:7][c:8]2[C:9](=[O:10])[OH:11])[cH:14][c:15]1[O:16][CH3:17]. RXN SMILES: I[C:2]1[CH:3]=[C:4]([N:8]2[CH2:13][CH2:12][O:11][CH2:10][CH2:9]2)[CH:5]=[CH:6][CH:7]=1.[C:14]([O:18][C:19](=[O:22])[NH:20][NH2:21])([CH3:17])([CH3:16])[CH3:15].N1C2C(=CC=C3C=2N=CC=C3)C=CC=1.C(=O)([O-])[O-].[Cs+].[Cs+]>CN(C=O)C.[Cu]I.O>[C:14]([O:18][C:19]([N:20]([C:2]1[CH:7]=[CH:6][CH:5]=[C:4]([N:8]2[CH2:13][CH2:12][O:11][CH2:10][CH2:9]2)[CH:3]=1)[NH2:21])=[O:22])([CH3:17])([CH3:16])[CH3:15] |f:3.4.5|. Reagents/catalysts: [Cu]I (copper (I) iodide). Procedure: To a solution of 4-(3-iodo-phenyl)-morpholine (1.81 g, 6.26 mmol) in DMF (6.5 mL) under nitrogen was added tert-butylcarbazate (993 mg, 7.52 mmol), copper (I) iodide (59.5 mg, 0.313 mmol), 1,10-phenanthroline (113 mg, 0.626 mmol) and cesium carbonate (2.85 g, 8.77 mmol). The mixture was heated at 80° C. for 18 h and then cooled to room temperature. Water (100 mL) was added and the mixture was extracted with ethyl acetate. The organic layer was dried over MgSO4, concentrated. The residue was puri... Conditions: temperature 80 celsius. Solvent: O (Water), CN(C)C=O (DMF). Yields the product C(C)(C)(C)OC(=O)N(N)C1=CC(=CC=C1)N1CCOCC1 (N-(3-morpholin-4-yl-phenyl)-hydrazinecarboxylic acid tert-butyl ester). Isolated yield 62.1%. The reactants are IC=1C=C(C=CC1)N1CCOCC1 (4-(3-iodo-phenyl)-morpholine), C(C)(C)(C)OC(NN)=O (tert-butylcarbazate), N1=CC=CC2=CC=C3C=CC=NC3=C12 (1,10-phenanthroline), C([O-])([O-])=O.[Cs+].[Cs+] (cesium carbonate). Starting materials: COC(=O)[C@H]1N(C[C@@H](C1)S(=O)(=O)C1=C(C=C(C=C1)F)Cl)C(CC(C)=O)=O ((2S,4R)-4-(2-chloro-4-fluoro-benzenesulfonyl)-1-(3-oxo-butyryl)-pyrrolidine-2-carboxylic acid methyl ester), COC=1C=CC(=CC1)P2(=S)SP(=S)(S2)C=3C=CC(=CC3)OC (Lawesson's reagent), Cl.Cl.C(C1=CC=CC=C1)NN (benzylhydrazine dihydrochloride). Yields the product COC(=O)[C@H]1N(C[C@@H](C1)S(=O)(=O)C1=C(C=C(C=C1)F)Cl)C=1N(N=C(C1)C)CC1=CC=CC=C1 ((2S,4R)-1-(2-Benzyl-5-methyl-2H-pyrazol-3-yl)-4-(2-chloro-4-fluoro-benzenesulfonyl)-pyrrolidine-2-carboxylic acid methyl ester). Reaction SMILES: [CH3:1][O:2][C:3]([C@@H:5]1[CH2:9][C@@H:8]([S:10]([C:13]2[CH:18]=[CH:17][C:16]([F:19])=[CH:15][C:14]=2[Cl:20])(=[O:12])=[O:11])[CH2:7][N:6]1[C:21](=O)[CH2:22][C:23](=O)[CH3:24])=[O:4].COC1C=CC(P2(SP(C3C=CC(OC)=CC=3)(=S)S2)=S)=CC=1.Cl.Cl.[CH2:51]([NH:58][NH2:59])[C:52]1[CH:57]=[CH:56][CH:55]=[CH:54][CH:53]=1>>[CH3:1][O:2][C:3]([C@@H:5]1[CH2:9][C@@H:8]([S:10]([C:13]2[CH:18]=[CH:17][C:16]([F:19])=[CH:15][C:14]=2[Cl:20])(=[O:12])=[O:11])[CH2:7][N:6]1[C:21]1[N:58]([CH2:51][C:52]2[CH:57]=[CH:56][CH:55]=[CH:54][CH:53]=2)[N:59]=[C:23]([CH3:24])[CH:22]=1)=[O:4] |f:2.3.4|. Reported procedure: In analogy to the procedure described in example 192 h, (2S,4R)-4-(2-chloro-4-fluoro-benzenesulfonyl)-1-(3-oxo-butyryl)-pyrrolidine-2-carboxylic acid methyl ester (example 375b) was reacted with Lawesson's reagent (CAS Reg. No. 19172-47-5) and benzylhydrazine dihydrochloride (CAS Reg. No. 20570-96-1) to give the title compound as yellow oil. MS (ESI): m/z=492.3 [M+H]+. Reactants: BrCC=1C=C(C(=C(C1)Cl)C)[N+](=O)[O-] (5-bromomethyl-1-chloro-2-methyl-3-nitrobenzene), CS(=O)(=O)N1C=CC2=CC=C(C=C12)CC#N (N-methanesulfonyl-6-cyanomethyl indole), CS(=O)(=O)N1C=CC2=CC=C(C=C12)CBr (N-methanesulfonyl-6-bromomethyl indole). Product: ClC=1C=C(C=C(C1C)[N+](=O)[O-])CC#N ((3-Chloro-4-methyl-5-nitrophenyl) acetonitrile). As a reaction SMILES: Br[CH2:2][C:3]1[CH:4]=[C:5]([N+:11]([O-:13])=[O:12])[C:6]([CH3:10])=[C:7]([Cl:9])[CH:8]=1.CS([N:18]1C2C(=CC=C(CC#N)C=2)C=[CH:19]1)(=O)=O.CS(N1C2C(=CC=C(CBr)C=2)C=C1)(=O)=O>>[Cl:9][C:7]1[CH:8]=[C:3]([CH2:2][C:19]#[N:18])[CH:4]=[C:5]([N+:11]([O-:13])=[O:12])[C:6]=1[CH3:10]. Procedure details: (3-Chloro-4-methyl-5-nitrophenyl) acetonitrile was prepared from 5-bromomethyl-1-chloro-2-methyl-3-nitrobenzene in a manner similar to that described in Example 10 for the preparation of N-methanesulfonyl-6-cyanomethyl indole from N-methanesulfonyl-6-bromomethyl indole. Reactants: FC=1C=NC=CC1C=1OC2=C(N1)C=C(C=C2)C(F)(F)F (2-(3-fluoropyridin-4-yl)-5-(trifluoromethyl)benzoxazole), BrC1=NNC=C1 (3-bromopyrazole), C([O-])([O-])=O.[K+].[K+] (potassium carbonate), CN(C)C=O (DMF). The solvent is O (Water). Conditions: temperature 50 celsius. Yields the product BrC1=NN(C=C1)C=1C=NC=CC1C=1OC2=C(N1)C=C(C=C2)C(F)(F)F (2-[3-(3-bromopyrazole-1-yl)pyridin-4-yl]-5-(trifluoromethyl)benzoxazole). Isolated yield 76.4%. As a reaction SMILES: F[C:2]1[CH:3]=[N:4][CH:5]=[CH:6][C:7]=1[C:8]1[O:9][C:10]2[CH:16]=[CH:15][C:14]([C:17]([F:20])([F:19])[F:18])=[CH:13][C:11]=2[N:12]=1.[Br:21][C:22]1[CH:26]=[CH:25][NH:24][N:23]=1.C(=O)([O-])[O-].[K+].[K+].CN(C=O)C>O>[Br:21][C:22]1[CH:26]=[CH:25][N:24]([C:2]2[CH:3]=[N:4][CH:5]=[CH:6][C:7]=2[C:8]2[O:9][C:10]3[CH:16]=[CH:15][C:14]([C:17]([F:20])([F:19])[F:18])=[CH:13][C:11]=3[N:12]=2)[N:23]=1 |f:2.3.4|. Procedure: A mixture of 0.28 g of 2-(3-fluoropyridin-4-yl)-5-(trifluoromethyl)benzoxazole, 0.19 g of 3-bromopyrazole, 0.55 g of potassium carbonate and 2 ml of DMF was stirred while heating at 50° C. for 1.5 hours. Then, the reaction mixture was cooled to room temperature. Water was added to the reaction mixture, followed by extraction with ethyl acetate twice. The combined organic layers were washed with a saturated sodium chloride solution, dried over anhydrous magnesium sulfate, and concentrated under r...